This data is from the Open Reaction Database (ORD), a public repository of structured organic reaction records. The task is: describe an organic reaction: reactants, conditions, products, and yield Reactants: CC(C)(C)OC(=O)N1CCC(Oc2c(F)cc(C3=NNC(=O)CC3)cc2F)CC1, ClCCl, O=C(O)C(F)(F)F. Product: O=C1CCC(c2cc(F)c(OC3CCNCC3)c(F)c2)=NN1. Reaction SMILES: [C:1]([O:2][C:3](=[O:4])[N:8]1[CH2:9][CH2:10][CH:11]([O:14][c:15]2[c:16]([F:29])[cH:17][c:18]([C:22]3=[N:23][NH:24][C:25](=[O:28])[CH2:26][CH2:27]3)[cH:19][c:20]2[F:21])[CH2:12][CH2:13]1)([CH3:5])([CH3:6])[CH3:7].[CH2:37]([Cl:38])[Cl:39].[F:30][C:31]([F:32])([F:33])[C:34]([OH:35])=[O:36]>>[NH:8]1[CH2:9][CH2:10][CH:11]([O:14][c:15]2[c:16]([F:29])[cH:17][c:18]([C:22]3=[N:23][NH:24][C:25](=[O:28])[CH2:26][CH2:27]3)[cH:19][c:20]2[F:21])[CH2:12][CH2:13]1. Reactants: CCCC(=O)Nc1ccc2[nH]c(CCC)nc2n1, CO, Cl. Product: CCCc1nc2nc(N)ccc2[nH]1. Reaction SMILES: [C:1](=[O:2])([CH2:3][CH2:4][CH3:5])[NH:6][c:7]1[cH:8][cH:9][c:10]2[c:11]([n:12]1)[n:13][c:14]([CH2:16][CH2:17][CH3:18])[nH:15]2.[CH3:20][OH:21].[ClH:19]>>[NH2:6][c:7]1[cH:8][cH:9][c:10]2[c:11]([n:12]1)[n:13][c:14]([CH2:16][CH2:17][CH3:18])[nH:15]2. RXN SMILES: [CH2:15]([CH3:16])[NH:17][CH2:18][CH2:19][OH:20].[CH3:22][CH2:23][O:24][C:25](=[O:26])[CH3:27].[OH2:21].[OH:1][c:2]1[cH:3][c:4]2[cH:5][cH:6][c:7]([C:12]([CH3:13])=[O:14])[cH:8][c:9]2[cH:10][cH:11]1>>[c:2]1([N:17]([CH2:15][CH3:16])[CH2:18][CH2:19][OH:20])[cH:3][c:4]2[cH:5][cH:6][c:7]([C:12]([CH3:13])=[O:14])[cH:8][c:9]2[cH:10][cH:11]1. Reactants: CCNCCO, CCOC(C)=O, O, CC(=O)c1ccc2cc(O)ccc2c1. The product is CCN(CCO)c1ccc2cc(C(C)=O)ccc2c1. Starting materials: C(F)(F)(C(F)(F)C(F)(F)F)OC(F)C(=O)OC (C3F7OCHFCOOCH3), ammonium salt, N (ammonia). Product: C(F)(F)(F)C(F)(F)C(F)(F)OC(F)C(=O)[O-].[NH4+] (CF3CF2CF2OCHFCOONH4). Reaction SMILES: [C:1]([O:11][CH:12]([C:14]([O:16]C)=[O:15])[F:13])([C:4]([C:7]([F:10])([F:9])[F:8])([F:6])[F:5])([F:3])[F:2].[NH3:18]>>[C:7]([C:4]([C:1]([O:11][CH:12]([C:14]([O-:16])=[O:15])[F:13])([F:2])[F:3])([F:6])[F:5])([F:10])([F:9])[F:8].[NH4+:18] |f:2.3|. Reported procedure: The ester was converted to the ammonium salt by reaction with aqueous ammonia. Methanol was removed by fractionated distillation. The resulting aqueous solution was used as an emulsifier in the polymerization of fluorinated monomers. Starting materials: BrC(C(=O)C1=CC=C(C=C1)F)C1=CC=C(C=C1)S(=O)(=O)C (2-bromo-1-(4-fluorophenyl)-2-(4-methylsulfonylphenyl) ethanone), COC1=CC=C(C(=S)N)C=C1 (p-methoxythiobenzamide). The solvent is C(C)(C)O (isopropanol). Yields the product FC1=CC=C(C=C1)C=1N=C(SC1C1=CC=C(C=C1)S(=O)(=O)C)C1=CC=C(C=C1)OC (4-(4-fluorophenyl)-5-(4-methylsulfonylphenyl)-2-(4-methoxyphenyl)thiazole). The yield is 60.7%. RXN SMILES: Br[CH:2]([C:12]1[CH:17]=[CH:16][C:15]([S:18]([CH3:21])(=[O:20])=[O:19])=[CH:14][CH:13]=1)[C:3]([C:5]1[CH:10]=[CH:9][C:8]([F:11])=[CH:7][CH:6]=1)=O.[CH3:22][O:23][C:24]1[CH:32]=[CH:31][C:27]([C:28]([NH2:30])=[S:29])=[CH:26][CH:25]=1>C(O)(C)C>[F:11][C:8]1[CH:9]=[CH:10][C:5]([C:3]2[N:30]=[C:28]([C:27]3[CH:31]=[CH:32][C:24]([O:23][CH3:22])=[CH:25][CH:26]=3)[S:29][C:2]=2[C:12]2[CH:17]=[CH:16][C:15]([S:18]([CH3:21])(=[O:20])=[O:19])=[CH:14][CH:13]=2)=[CH:6][CH:7]=1. Procedure details: To a solution of 2-bromo-1- (4-fluorophenyl) -2- (4-methylsulfonylphenyl) ethanone (Example 26, Step 2) (0.500 g, 1.35 mmol) in isopropanol (10 mL) in a 25 mL round bottom flask was added p-methoxythiobenzamide (0.230 g, 1.35 mmol). The solution was heated to reflux for 30 hours and cooled to room temperature. The resulting suspension was concentrated in vacuo, suspended in methylene chloride (100 mL) and washed with NaHCO3 saturated solution (3×10 mL), dried over sodium sulfate, filtered and co... The reactants are CC(C)(C)OC(=O)C(CO[Si](C)(C)C(C)(C)C)C(COC(=O)C(C)(C)C)c1ccc(C(F)(F)F)cc1, CCCC[N+](CCCC)(CCCC)CCCC, C1CCOC1, [F-]. Product: CC(C)(C)OC(=O)C(CO)C(COC(=O)C(C)(C)C)c1ccc(C(F)(F)F)cc1. Reaction SMILES: [C:1]([C:2]([CH3:3])([CH3:4])[CH3:5])(=[O:6])[O:7][CH2:8][CH:9]([CH:10]([CH2:11][O:12][Si:13]([C:14]([CH3:15])([CH3:16])[CH3:17])([CH3:18])[CH3:19])[C:20](=[O:21])[O:22][C:23]([CH3:24])([CH3:25])[CH3:26])[c:27]1[cH:28][cH:29][c:30]([C:33]([F:34])([F:35])[F:36])[cH:31][cH:32]1.[CH2:38]([N+:39]([CH2:40][CH2:41][CH2:42][CH3:43])([CH2:44][CH2:45][CH2:46][CH3:47])[CH2:48][CH2:49][CH2:50][CH3:51])[CH2:52][CH2:53][CH3:54].[CH2:55]1[O:56][CH2:57][CH2:58][CH2:59]1.[F-:37]>>[C:1]([C:2]([CH3:3])([CH3:4])[CH3:5])(=[O:6])[O:7][CH2:8][CH:9]([CH:10]([CH2:11][OH:12])[C:20](=[O:21])[O:22][C:23]([CH3:24])([CH3:25])[CH3:26])[c:27]1[cH:28][cH:29][c:30]([C:33]([F:34])([F:35])[F:36])[cH:31][cH:32]1. Reactants: CCCCCCCCCC=1C=CC(=CC1)O (nonylphenol), [OH-].[Sr+2].[OH-] (strontium hydroxide). The solvent is O (water), Petroleum, aromatic hydrocarbon. Reaction conditions: temperature 155 celsius, time 5 hour. The product is C(CCCCCCCC)C1=C(C=CC=C1)[O-].[Sr+2].C(CCCCCCCC)C1=C(C=CC=C1)[O-].C([O-])([O-])=O (strontium nonylphenolate carbonate). The yield is 15.0%. RXN SMILES: [CH3:1][CH2:2][CH2:3][CH2:4][CH2:5][CH2:6][CH2:7][CH2:8][CH2:9][C:10]1[CH:11]=[CH:12][C:13]([OH:16])=[CH:14][CH:15]=1.[OH-:17].[Sr+2:18].[OH-:19]>O>[CH2:9]([C:10]1[CH:11]=[CH:12][CH:13]=[CH:14][C:15]=1[O-:17])[CH2:8][CH2:7][CH2:6][CH2:5][CH2:4][CH2:3][CH2:2][CH3:1].[Sr+2:18].[CH2:9]([C:10]1[CH:11]=[CH:12][CH:13]=[CH:14][C:15]=1[O-:17])[CH2:8][CH2:7][CH2:6][CH2:5][CH2:4][CH2:3][CH2:2][CH3:1].[C:13](=[O:16])([O-:19])[O-:17] |f:1.2.3,5.6.7.8|. Procedure details: To a mixture of 134 g of nonylphenol, 174 g of process oil (Mentor 28:Esso Petroleum) and 62 g of an aromatic hydrocarbon solvent (Solvesso 100: Esso Petroleum) was added 243 g of strontium hydroxide (octahydrate salt) gradually to disperse it, the mixture was subjected to reaction at 105° C. for one hour, and water was completely removed at 130° C. Carbon dioxide (10 L/hour) was blown thereinto for 5 hours to progress reaction, and the mixture was gradually heated to 155° C. to continue reactio...